Dataset: the Open Reaction Database (ORD), a public repository of structured organic reaction records. Task: describe an organic reaction: reactants, conditions, products, and yield Reactants: C(CCC)OC1=NSN=C1S(=O)(=O)C (3-butyloxy-4-methanesulfonyl-1,2,5-thiadiazole), C(CCC)OC(=O)N1[C@@H](CCC1)CO ((S)-1-butyloxycarbonyl-2-pyrrolidinemethanol), [H-].[Na+] (NaH), oil. The solvent is C1CCOC1 (THF), C1CCOC1 (THF). Reaction conditions: time 1 hour. The product is C(CCC)OC1=NSN=C1OC[C@H]1NCCC1 ((S)-3-Butyloxy-4-(2-pyrrolidinylmethoxy)-1,2,5-thiadiazole). RXN SMILES: C(OC([N:8]1[CH2:12][CH2:11][CH2:10][C@H:9]1[CH2:13][OH:14])=O)CCC.[H-].[Na+].[CH2:17]([O:21][C:22]1[C:26](S(C)(=O)=O)=[N:25][S:24][N:23]=1)[CH2:18][CH2:19][CH3:20]>C1COCC1>[CH2:17]([O:21][C:22]1[C:26]([O:14][CH2:13][C@@H:9]2[CH2:10][CH2:11][CH2:12][NH:8]2)=[N:25][S:24][N:23]=1)[CH2:18][CH2:19][CH3:20] |f:1.2|. Procedure: A solution of (S)-1-butyloxycarbonyl-2-pyrrolidinemethanol (1.21, 0.006 mol) in THF (5 mL) was added to a suspension of 60% NaH in oil (0.24 g, 0.006 mol) in THF (30 mL). After 1 h, the mixture was heated to gentle reflux for 1 h. To the solution was added 3-butyloxy-4-methanesulfonyl-1,2,5-thiadiazole (1 g, 0.0042 mol) and the reaction heated to reflux overnight. The solvent was evaporated, the residue treated with cold H2O, and the mixture extracted with EtOAc. The extracts were dried and trea...